This data is from the Open Reaction Database (ORD), a public repository of structured organic reaction records. The task is: describe an organic reaction: reactants, conditions, products, and yield Starting materials: Clc1ccc2sc(CBr)cc2c1, c1ccc(P(c2ccccc2)c2ccccc2)cc1, Cc1ccccc1C. The product is [Br-], Clc1ccc2sc(C[P+](c3ccccc3)(c3ccccc3)c3ccccc3)cc2c1. RXN SMILES: [Br:1][CH2:2][c:3]1[cH:4][c:5]2[c:6]([s:7]1)[cH:8][cH:9][c:10]([Cl:12])[cH:11]2.[c:13]1([P:19]([c:20]2[cH:21][cH:22][cH:23][cH:24][cH:25]2)[c:26]2[cH:27][cH:28][cH:29][cH:30][cH:31]2)[cH:14][cH:15][cH:16][cH:17][cH:18]1.[c:32]1([CH3:33])[c:34]([CH3:35])[cH:36][cH:37][cH:38][cH:39]1>>[Br-:1].[CH2:2]([c:3]1[cH:4][c:5]2[c:6]([s:7]1)[cH:8][cH:9][c:10]([Cl:12])[cH:11]2)[P+:19]([c:13]1[cH:14][cH:15][cH:16][cH:17][cH:18]1)([c:20]1[cH:21][cH:22][cH:23][cH:24][cH:25]1)[c:26]1[cH:27][cH:28][cH:29][cH:30][cH:31]1. Starting materials: ClC=1C(=C(C=CC1Cl)N)N (3,4-Dichloro-1,2-phenylenediamine), C(C)(C)N=C=S (isopropyl isothiocyanate), CC1=CC=C(C=C1)S(=O)(=O)[O-].C[N+]1(CCOCC1)CCN=C=NC2CCCCC2 (1-cyclohexyl-3-(2-morpholinoethyl)carbodiimide metho-p-toluenesulfonate). The solvent is N1=CC=CC=C1 (pyridine). Product: ClC1=C(C=CC=2NC(=NC21)NC(C)C)Cl (4,5-Dichloro-N-(1-methylethyl)-1H-benzimidazol-2-amine). Yield: 55.5%. As a reaction SMILES: [Cl:1][C:2]1[C:3]([NH2:10])=[C:4]([NH2:9])[CH:5]=[CH:6][C:7]=1[Cl:8].[CH:11]([N:14]=[C:15]=S)([CH3:13])[CH3:12].CC1C=CC(S([O-])(=O)=O)=CC=1.C[N+]1(CCN=C=NC2CCCCC2)CCOCC1>N1C=CC=CC=1>[Cl:1][C:2]1[C:3]2[N:10]=[C:15]([NH:14][CH:11]([CH3:13])[CH3:12])[NH:9][C:4]=2[CH:5]=[CH:6][C:7]=1[Cl:8] |f:2.3|. Reported procedure: 3,4-Dichloro-1,2-phenylenediamine (8.00 g, 45.19 mmol), isopropyl isothiocyanate (5.26 g, 51.99 mmol), 1-cyclohexyl-3-(2-morpholinoethyl)carbodiimide metho-p-toluenesulfonate (25.0, 59.02 mmol), and pyridine (250 mL) were used according to general procedure I. The product was recrystallized from 1,4-dioxane to afford 6.12 g (55%) of a white solid. MS (EI): m/z 244 (M+H); 1H NMR (DMSO-d6) δ: 11.08 (s, 1H, NH), 7.07 (d, J=8.3Hz, 1H, ArH), 7.00 (brs, 1H, NH), 6.99 (d, J=8.3Hz, 1H, ArH), 3.91 (m, 1H...